This data is from the Open Reaction Database (ORD), a public repository of structured organic reaction records. The task is: describe an organic reaction: reactants, conditions, products, and yield The reactants are IC (iodomethane), C(C)(C)OC1=CC=CC(=C1C1=C(C=C(C=C1)OC(C)C)OC)C=1OCC(N1)(C)C (2-(6,4'-diisopropyloxy-2'-methoxy-biphenyl-2-yl)-4,4-dimethyloxazoline). Run in CS(=O)C (DMSO), CCOCC (ether). Run at time 72 hour. The product is [I-].C(C)(C)OC1=CC=CC(=C1C1=C(C=C(C=C1)OC(C)C)OC)C=1OCC([N+]1C)(C)C (2-(6,4'-diisopropyloxy-2'-methoxy-biphenyl-2-yl)-3,4,4-trimethyl-oxazolinium iodide). As a reaction SMILES: [I:1][CH3:2].[CH:3]([O:6][C:7]1[C:12]([C:13]2[CH:18]=[CH:17][C:16]([O:19][CH:20]([CH3:22])[CH3:21])=[CH:15][C:14]=2[O:23][CH3:24])=[C:11]([C:25]2[O:26][CH2:27][C:28]([CH3:31])([CH3:30])[N:29]=2)[CH:10]=[CH:9][CH:8]=1)([CH3:5])[CH3:4]>CS(C)=O.CCOCC>[I-:1].[CH:3]([O:6][C:7]1[C:12]([C:13]2[CH:18]=[CH:17][C:16]([O:19][CH:20]([CH3:22])[CH3:21])=[CH:15][C:14]=2[O:23][CH3:24])=[C:11]([C:25]2[O:26][CH2:27][C:28]([CH3:31])([CH3:30])[N+:29]=2[CH3:2])[CH:10]=[CH:9][CH:8]=1)([CH3:5])[CH3:4] |f:4.5|. Procedure details: Add iodomethane (12.43 g, 0.0875 mole) to a stirred solution of 2-(6,4'-diisopropyloxy-2'-methoxy-biphenyl-2-yl)-4,4-dimethyloxazoline (5.80 g, 0.0146 mole) in dry DMSO (30 mL). Stir the resulting mixture for about 72 hours, then dilute with ether (600 mL). Collect the precipitated solid by filtration, then triturate with CHCl3 (400 mL) and filter. Discard the insoluble solid and concentrate the filtrate to obtain the title compound as an off-white solid. m.p. 213°-214° C. Starting materials: C1(=CC=CC=C1)SC=1C=C2CC(NC2=CN1)=O (5-phenylthio-6-azaoxindole), Cl (HCl), C(C)OC(=O)C=1SC=CC1 (ethyl-2-thiophene carboxylate), ice water, [Na] (sodium), [Na] (sodium). Run in C(C)O (ethanol), C(C)O (ethanol). Yields the product C1(=CC=CC=C1)SC=1C=C2C(C(NC2=CN1)=O)C(C1=CC=CS1)=O (5-Phenylthio-3-(2-thenoyl)-6-azaoxindole). Isolated yield 76.5%. RXN SMILES: [Na].[C:2]1([S:8][C:9]2[CH:10]=[C:11]3[C:15](=[CH:16][N:17]=2)[NH:14][C:13](=[O:18])[CH2:12]3)[CH:7]=[CH:6][CH:5]=[CH:4][CH:3]=1.C([O:21][C:22]([C:24]1[S:25][CH:26]=[CH:27][CH:28]=1)=O)C.Cl>C(O)C>[C:2]1([S:8][C:9]2[CH:10]=[C:11]3[C:15](=[CH:16][N:17]=2)[NH:14][C:13](=[O:18])[CH:12]3[C:22](=[O:21])[C:24]2[S:25][CH:26]=[CH:27][CH:28]=2)[CH:7]=[CH:6][CH:5]=[CH:4][CH:3]=1 |^1:0|. Procedure: Pellets of sodium metal (264 mg, 11.5 mmol) were added to dry ethanol (10 mL) in a dry round-bottomed flask. When dissolution of the sodium was complete, a slurry of 5-phenylthio-6-azaoxindole (560 mg, 2.3 mmol) in ethanol (5 mL) was added. The mixture was warmed to 50° C. at which point ethyl-2-thiophene carboxylate (0.55 mL, 4.6 mmol) was added. The mixture was then heated at reflux for 30 hours. After cooling to room temperature, the mixture was poured into ice/water and the pH adjusted to 1 ... The reactants are FC1=C(C#N)C=CC(=C1)C(C=1C=NC=CC1)O (2-fluoro-4-(hydroxy-pyridin-3-yl-methyl)-benzonitrile), C1=CC=C(C=C1)OC(=S)Cl (phenyl thionochloroformate). Reagents/catalysts: CN(C)C=1C=CN=CC1 (DMAP). The solvent is C(Cl)Cl (CH2Cl2). Reaction conditions: temperature 25 celsius, time 3 hour. Yields the product C1(=CC=CC=C1)OC(OC(C=1C=NC=CC1)C1=CC(=C(C=C1)C#N)F)=S (thiocarbonic acid O-[(4-cyano-3-fluoro-phenyl)-pyridin-3-yl-methyl]Ester O-phenyl Ester). RXN SMILES: [F:1][C:2]1[CH:9]=[C:8]([CH:10]([OH:17])[C:11]2[CH:12]=[N:13][CH:14]=[CH:15][CH:16]=2)[CH:7]=[CH:6][C:3]=1[C:4]#[N:5].[CH:18]1[CH:23]=[CH:22][C:21]([O:24][C:25](Cl)=[S:26])=[CH:20][CH:19]=1>C(Cl)Cl.CN(C1C=CN=CC=1)C>[C:21]1([O:24][C:25](=[S:26])[O:17][CH:10]([C:8]2[CH:7]=[CH:6][C:3]([C:4]#[N:5])=[C:2]([F:1])[CH:9]=2)[C:11]2[CH:12]=[N:13][CH:14]=[CH:15][CH:16]=2)[CH:22]=[CH:23][CH:18]=[CH:19][CH:20]=1. Procedure: To a solution of 2-fluoro-4-(hydroxy-pyridin-3-yl-methyl)-benzonitrile (as described in Example 20, Step C) (0.4 g, 1.75 mmol) in CH2Cl2 (25.0 mL) at 0° C. was added phenyl thionochloroformate (0.388 mL, 2.8 mmol) and DMAP (0.471 g, 3.86 mmol). The solution was stirred at 25° C. for 3 hr. The reaction was partitioned with saturated NaHCO3 and CH2Cl2. The CH2Cl2 layer was washed with brine, dried with MgSO4, and evaporated in vacuo to obtain the title compound after chromatography (silica gel, CH... Starting materials: CCl, COC(=O)CNC(=O)c1cccc([N+](=O)[O-])c1, O=C(O)c1cccc([N+](=O)[O-])c1, NCC(=O)O. Product: COC(=O)CNC(=O)c1cccc(N)c1. As a reaction SMILES: [CH3:13][Cl:14].[CH3:20][O:21][C:22]([CH2:23][NH:24][C:25]([c:26]1[cH:27][c:28]([N+:32]([O-:33])=[O:34])[cH:29][cH:30][cH:31]1)=[O:35])=[O:36].[N+:1]([c:2]1[cH:3][c:4]([C:8]([OH:9])=[O:10])[cH:5][cH:6][cH:7]1)([O-:11])=[O:12].[NH2:15][CH2:16][C:17]([OH:18])=[O:19]>>[CH3:20][O:21][C:22]([CH2:23][NH:24][C:25]([c:26]1[cH:27][c:28]([NH2:32])[cH:29][cH:30][cH:31]1)=[O:35])=[O:36].